Dataset: the Open Reaction Database (ORD), a public repository of structured organic reaction records. Task: describe an organic reaction: reactants, conditions, products, and yield The reactants are CC1=NC(=CC(=C1)CCl)C ((2,6-dimethyl-4-pyridyl)methyl chloride), ClC1=NC(=CC=C1CCl)Cl (2,6-dichloro-3-pyridylmethyl chloride). The product is CC1=NC(=CC(=C1)CNC)C (N-(2,6-Dimethyl-4-pyridylmethyl)-N-methylamine). Reaction SMILES: [CH3:1][C:2]1[CH:7]=[C:6]([CH2:8]Cl)[CH:5]=[C:4]([CH3:10])[N:3]=1.Cl[C:12]1C(CCl)=CC=C(Cl)[N:13]=1>>[CH3:1][C:2]1[CH:7]=[C:6]([CH2:8][NH:13][CH3:12])[CH:5]=[C:4]([CH3:10])[N:3]=1. Reported procedure: The reaction according to Reference Example 11 was carried out using (2,6-dimethyl-4-pyridyl)methyl chloride in lieu of 2,6-dichloro-3-pyridylmethyl chloride to give the title compound as oil. Reactants: N1=CC(=CC=C1)C=1C(NC(NC1)=O)=O (5-(3-pyridyl)-1H-pyrimidine-2,4-dione), C(CCCCC)N=C=O (hexyl isocyanate). Reagents/catalysts: CN(C)C=1C=CN=CC1 (DMAP). Solvent: N1=CC=CC=C1 (pyridine). Product: C(CCCCC)NC(=O)N1C(NC(C(=C1)C=1C=NC=CC1)=O)=O (N-hexyl-2,4-dioxo-5-(3-pyridyl)pyrimidine-1-carboxamide). The yield is 57.0%. RXN SMILES: [N:1]1[CH:6]=[CH:5][CH:4]=[C:3]([C:7]2[C:8](=[O:14])[NH:9][C:10](=[O:13])[NH:11][CH:12]=2)[CH:2]=1.[CH2:15]([N:21]=[C:22]=[O:23])[CH2:16][CH2:17][CH2:18][CH2:19][CH3:20]>CN(C1C=CN=CC=1)C.N1C=CC=CC=1>[CH2:15]([NH:21][C:22]([N:11]1[CH:12]=[C:7]([C:3]2[CH:2]=[N:1][CH:6]=[CH:5][CH:4]=2)[C:8](=[O:14])[NH:9][C:10]1=[O:13])=[O:23])[CH2:16][CH2:17][CH2:18][CH2:19][CH3:20]. Procedure: The title compound was obtained according, to the procedure described for the synthesis of Example 1, starting from 5-(3-pyridyl)-1H-pyrimidine-2,4-dione (0.067 g, 0,198 mmol). Herein, 2 equivalents of DMAP and 2.7 equivalents of hexyl isocyanate in 4 mL pyridine were used. The crude was purified by column chromatography using a Teledyne ISCO apparatus (cyclohexane:EtOAc 40:60) to afford the title compound (0.04 g, 57%) as a white solid. 1H NMR (400 MHz, CDCl3): δ 0.90 (t, J=6.0 Hz, 3H), 1.29-1.... Starting materials: Fc1cc(F)c(Br)cc1F, C[Si](C)(C)Cl, CC(C)[N-]C(C)C, CC(C)NC(C)C, COS(=O)(=O)C(F)(F)F, [Li+], [Li]CCCC, C1CCOC1. The product is C[Si](C)(C)c1c(F)c(F)cc(Br)c1F. As a reaction SMILES: [Br:13][c:14]1[c:15]([F:22])[cH:16][c:17]([F:21])[c:18]([F:20])[cH:19]1.[CH3:31][Si:32]([CH3:33])([CH3:34])[Cl:35].[CH:23]([N-:24][CH:25]([CH3:26])[CH3:27])([CH3:28])[CH3:29].[CH:6]([NH:7][CH:8]([CH3:9])[CH3:10])([CH3:11])[CH3:12].[F:36][C:37]([F:38])([F:39])[S:40]([O:41][CH3:42])(=[O:43])=[O:44].[Li+:30].[Li:1][CH2:2][CH2:3][CH2:4][CH3:5].[O:45]1[CH2:46][CH2:47][CH2:48][CH2:49]1>>[Br:13][c:14]1[c:15]([F:22])[c:16]([Si:32]([CH3:31])([CH3:33])[CH3:34])[c:17]([F:21])[c:18]([F:20])[cH:19]1. Reactants: C(C)(=O)N(C1=CC=C(C=C1)NC(OCC1=CC=CC=C1)=O)[C@@H]1C[C@@H](N(C2=CC=CC=C12)C(C1=CC=C(C=C1)OC)=O)C (Benzyl (4-{acetyl[(2S,4R)-1-(4-methoxybenzoyl)-2-methyl-1,2,3,4-tetrahydroquinolin-4-yl]amino}phenyl)carbamate). The reagents and catalysts are [Pd] (Palladium on Carbon). Run in CO (MeOH). Run at time 2 hour. Product: NC1=CC=C(C=C1)N(C(C)=O)[C@@H]1C[C@@H](N(C2=CC=CC=C12)C(C1=CC=C(C=C1)OC)=O)C (N-(4-aminophenyl)-N-[(2S,4R)-1-(4-methoxybenzoyl)-2-methyl-1,2,3,4-tetrahydroquinolin-4-yl]acetamide). Reaction SMILES: [C:1]([N:4]([C@H:22]1[C:31]2[C:26](=[CH:27][CH:28]=[CH:29][CH:30]=2)[N:25]([C:32](=[O:41])[C:33]2[CH:38]=[CH:37][C:36]([O:39][CH3:40])=[CH:35][CH:34]=2)[C@@H:24]([CH3:42])[CH2:23]1)[C:5]1[CH:10]=[CH:9][C:8]([NH:11]C(=O)OCC2C=CC=CC=2)=[CH:7][CH:6]=1)(=[O:3])[CH3:2]>CO.[Pd]>[NH2:11][C:8]1[CH:9]=[CH:10][C:5]([N:4]([C@H:22]2[C:31]3[C:26](=[CH:27][CH:28]=[CH:29][CH:30]=3)[N:25]([C:32](=[O:41])[C:33]3[CH:34]=[CH:35][C:36]([O:39][CH3:40])=[CH:37][CH:38]=3)[C@@H:24]([CH3:42])[CH2:23]2)[C:1](=[O:3])[CH3:2])=[CH:6][CH:7]=1. Procedure: Benzyl (4-{acetyl[(2S,4R)-1-(4-methoxybenzoyl)-2-methyl-1,2,3,4-tetrahydroquinolin-4-yl]amino}phenyl)carbamate was dissolved in MeOH and was added a catalytic amount of Palladium on Carbon (10%). The system was purged by Hydrogen gas, the subjected to 1 atm of H2 for 2 h. The reaction was quenched with air and filtered to give the title compound as a white solid. Reactants: FC1=C(C=C(C=C1)C1=CC=NC2=NC(=CC=C12)C(F)(F)F)O (2-Fluoro-5-(7-trifluoromethyl[1,8]naphthyridin-4-yl)phenol), ClCC#N (chloroacetonitrile), affording[2-fluoro-5-(7-trifluoromethyl[1,8]-naphthyridin-4-yl)phenoxy]acetonitrile. Yields the product FC1=C(OCC#N)C=C(C=C1)C1=CC=NC2=NC(=CC=C12)C(F)(F)F ([2-Fluoro-5-(7-trifluoromethyl[1,8]naphthyridin-4-yl)phenoxy]acetonitrile). RXN SMILES: [F:1][C:2]1[CH:7]=[CH:6][C:5]([C:8]2[C:17]3[C:12](=[N:13][C:14]([C:18]([F:21])([F:20])[F:19])=[CH:15][CH:16]=3)[N:11]=[CH:10][CH:9]=2)=[CH:4][C:3]=1[OH:22].Cl[CH2:24][C:25]#[N:26]>>[F:1][C:2]1[CH:7]=[CH:6][C:5]([C:8]2[C:17]3[C:12](=[N:13][C:14]([C:18]([F:19])([F:20])[F:21])=[CH:15][CH:16]=3)[N:11]=[CH:10][CH:9]=2)=[CH:4][C:3]=1[O:22][CH2:24][C:25]#[N:26]. Reported procedure: 2-Fluoro-5-(7-trifluoromethyl[1,8]naphthyridin-4-yl)phenol (50.0 mg, 0.16 mmol) was alkylated with chloroacetonitrile (24.6 μL, 29.4 mg, 0.39 mmol) as described in Example 47, affording[2-fluoro-5-(7-trifluoromethyl[1,8]-naphthyridin-4-yl)phenoxy]acetonitrile (33.4 mg, 59%). δH (400 MHz, CDCl3) 4.94 (2H, s), 7.23-7.29 (2H, m), 7.40 (1H, dd, J 8.2 and 10.6), 7.56 (1H, d, J 4.3), 7.85 (1H, d, J 8.6), 8.53 (1H, d, J 8.6), 9.28 (1H, d, J 4.7). m/z (ES+) 348 [MH]+. The reactants are COC(=O)c1ccc(-c2nn(Cc3ccccc3)c3ccccc23)o1, C1CCOC1. Product: OCc1ccc(-c2nn(Cc3ccccc3)c3ccccc23)o1. Reaction SMILES: [CH2:1]([c:2]1[cH:3][cH:4][cH:5][cH:6][cH:7]1)[n:8]1[n:9][c:10](-[c:17]2[o:18][c:19]([C:22](=[O:23])[O:24][CH3:25])[cH:20][cH:21]2)[c:11]2[cH:12][cH:13][cH:14][cH:15][c:16]12.[CH2:26]1[O:27][CH2:28][CH2:29][CH2:30]1>>[CH2:1]([c:2]1[cH:3][cH:4][cH:5][cH:6][cH:7]1)[n:8]1[n:9][c:10](-[c:17]2[o:18][c:19]([CH2:22][OH:23])[cH:20][cH:21]2)[c:11]2[cH:12][cH:13][cH:14][cH:15][c:16]12. The reactants are COC(C1=CC(C(=O)O)=CC=C1)=O (isophtalic acid monomethyl ester), BrCC(=O)C1=CC=C(C=C1)Cl (2-bromo-1-(4-chloro-phenyl)-ethanone), C(=O)([O-])[O-].[K+].[K+] (K2CO3). Run in CN(C)C=O (DMF). Reaction conditions: time 2 hour. The product is ClC1=CC=C(C=C1)C(COC(C1=CC(C(=O)O)=CC=C1)=O)=O (Isophthalic acid mono-[2-(4-chloro-phenyl)-2-oxo-ethyl] ester). Reaction SMILES: [CH3:1][O:2][C:3](=[O:13])[C:4]1[CH:12]=[CH:11][CH:10]=[C:6]([C:7]([OH:9])=[O:8])[CH:5]=1.BrC[C:16]([C:18]1[CH:23]=[CH:22][C:21]([Cl:24])=[CH:20][CH:19]=1)=[O:17].C([O-])([O-])=O.[K+].[K+]>CN(C=O)C>[Cl:24][C:21]1[CH:22]=[CH:23][C:18]([C:16](=[O:17])[CH2:1][O:2][C:3](=[O:13])[C:4]2[CH:12]=[CH:11][CH:10]=[C:6]([C:7]([OH:9])=[O:8])[CH:5]=2)=[CH:19][CH:20]=1 |f:2.3.4|. Procedure: In a 25 ml round flask, 2.0 g (11.1 mmol) of isophtalic acid monomethyl ester and 2.6 g (11.1 mmol) 2-bromo-1-(4-chloro-phenyl)-ethanone are dissolved in 10 ml of DMF followed by addition of 3.1 g (22.2 mmol, 2.0 eq.) of K2CO3. After stirring the suspension 2 h at room temperature, the solvent is removed in vacuo and the residue taken up in CH2Cl2. The organic phase is washed with aqueous NaHCO3 (5%) and the phases separated. The organic layer is dried (Na2SO4) and concentrated to yield the titl... Reactants: CC(=O)O[BH-](OC(C)=O)OC(C)=O, O=C([O-])O, CC(=O)O, COC(=O)c1ccc(N)c(I)c1, [Na+], [Na+], [Na+], [Na+], O=S(=O)([O-])[O-], O=C1CCCC1. Product: COC(=O)c1ccc(NC2CCCC2)c(I)c1. As a reaction SMILES: [C:26]([O:27][BH-:28]([O:29][C:30](=[O:31])[CH3:32])[O:33][C:34](=[O:35])[CH3:36])(=[O:37])[CH3:38].[C:40](=[O:41])([OH:42])[O-:43].[CH3:45][C:46](=[O:47])[OH:48].[NH2:1][c:2]1[c:3]([I:12])[cH:4][c:5]([C:6](=[O:7])[O:8][CH3:9])[cH:10][cH:11]1.[Na+:19].[Na+:20].[Na+:39].[Na+:44].[O-:21][S:22](=[O:23])(=[O:24])[O-:25].[O:13]=[C:14]1[CH2:15][CH2:16][CH2:17][CH2:18]1>>[NH:1]([c:2]1[c:3]([I:12])[cH:4][c:5]([C:6](=[O:7])[O:8][CH3:9])[cH:10][cH:11]1)[CH:14]1[CH2:15][CH2:16][CH2:17][CH2:18]1. Reactants: C(C)O (ethanol), C1C=CC(N1)C(=O)O (dehydro proline), [Li] (lithium). Run in C1CCOC1 (THF), N (ammonia). Conditions: time 20 minute. Product: C1(CCCCC1)[C@@H]1C[C@H](NC1)C(=O)O (trans-4-cyclohexyl-L-proline). Yield: 85.0%. Reaction SMILES: [CH2:1]1[NH:5][CH:4]([C:6]([OH:8])=[O:7])[CH:3]=[CH:2]1.[Li].[CH2:10](O)[CH3:11]>C1COCC1.N>[CH:11]1([C@H:2]2[CH2:1][NH:5][C@H:4]([C:6]([OH:8])=[O:7])[CH2:3]2)[CH2:10][CH2:4][CH2:3][CH2:2][CH2:1]1 |^1:8|. Procedure: A solution of 2.0 g (0.0062 moles) of dehydro proline (prepared as described in Example 3) in 10 ml THF was added to a solution of lithium (0.65 g, 0.093 moles) in ammonia (150 ml) at ~-78° C. After the addition, the reaction mixture was stirred for 20 minutes and then absolute ethanol (3.6 ml, 0.062 moles) was added to the reaction mixture. The reaction mixture was stirred at -33° C. for 6 hours and quenched with 2.0 g of ammonium chloride. Ammonia was evaporated and the residue was acidified t...